From a dataset of the Open Reaction Database (ORD), a public repository of structured organic reaction records. describe an organic reaction: reactants, conditions, products, and yield Conditions: time 2 hour. Reported procedure: t-Butyl 4-[2-(2-cyano-1-cyclopentanon-3-yl)-ethyl]benzoate (0.43 g, 1.37 mmol) prepared in the Preparative Example 105 and N,N-diisopropylethylamine (0.21 g, 1.64 mmol) were dissolved in a methanol/acetonitrile (1:5) mixture, followed by the addition of 3.2 g of a 10% by weight solution of trimethylsilyldlazomethane in hexane. The obtained mixture was stirred at room temperature for 2 hours, followed by the addition of a small amount of acetic acid. The mixture this obtained was stirred and dist... RXN SMILES: [C:1]([CH:3]1[CH:7]([CH2:8][CH2:9][C:10]2[CH:22]=[CH:21][C:13]([C:14]([O:16][C:17]([CH3:20])([CH3:19])[CH3:18])=[O:15])=[CH:12][CH:11]=2)[CH2:6][CH2:5][C:4]1=[O:23])#[N:2].[CH:24](N(CC)C(C)C)(C)C.C(O)(=O)C>CO.C(#N)C.CCCCCC>[C:1]([C:3]1[CH:7]([CH2:8][CH2:9][C:10]2[CH:11]=[CH:12][C:13]([C:14]([O:16][C:17]([CH3:18])([CH3:19])[CH3:20])=[O:15])=[CH:21][CH:22]=2)[CH2:6][CH2:5][C:4]=1[O:23][CH3:24])#[N:2] |f:3.4|. Solvent: CO.C(C)#N (methanol acetonitrile), CCCCCC (hexane). Yields the product C(#N)C=1C(CCC1OC)CCC1=CC=C(C(=O)OC(C)(C)C)C=C1 (t-butyl 4-[2-(2-cyano-3-methoxy-2-cyclopentenyl)ethyl]benzoate). Reactants: C(#N)C1C(CCC1CCC1=CC=C(C(=O)OC(C)(C)C)C=C1)=O (t-Butyl 4-[2-(2-cyano-1-cyclopentanon-3-yl)-ethyl]benzoate), C(C)(C)N(C(C)C)CC (N,N-diisopropylethylamine), C(C)(=O)O (acetic acid). The reactants are N1(CCC1)C=1S[C@@H]2[C@H](N1)[C@H]([C@@H]([C@H](O2)CO)OCC2=CC=C(C=C2)OC)OCC2=CC=C(C=C2)OC (((3aR,5R,6S,7R,7aR)-2-(azetidin-1-yl)-6,7-bis(4-methoxybenzyloxy)-5,6,7,7a-tetrahydro-3aH-pyrano[3,2-d]thiazol-5-yl)methanol), C[Si](C)(C)[N-][Si](C)(C)C.[Na+] (NaHMDS), C(C)N(C(=O)Cl)CC (diethylcarbamic chloride). Solvent: C1CCOC1 (THF). Reaction conditions: time 1 hour. Yields the product C(C)N(C(OC[C@@H]1[C@H]([C@@H]([C@H]2N=C(S[C@H]2O1)N1CCC1)OCC1=CC=C(C=C1)OC)OCC1=CC=C(C=C1)OC)=O)CC (((3aR,5R,6S,7R,7aR)-2-(azetidin-1-yl)-6,7-bis(4-methoxybenzyloxy)-5,6,7,7a-tetrahydro-3aH-pyrano[3,2-d]thiazol-5-yl)methyl diethylcarbamate). The yield is 88.9%. As a reaction SMILES: [N:1]1([C:5]2[S:6][C@H:7]3[O:13][C@H:12]([CH2:14][OH:15])[C@@H:11]([O:16][CH2:17][C:18]4[CH:23]=[CH:22][C:21]([O:24][CH3:25])=[CH:20][CH:19]=4)[C@H:10]([O:26][CH2:27][C:28]4[CH:33]=[CH:32][C:31]([O:34][CH3:35])=[CH:30][CH:29]=4)[C@H:8]3[N:9]=2)[CH2:4][CH2:3][CH2:2]1.C[Si]([N-][Si](C)(C)C)(C)C.[Na+].[CH2:46]([N:48]([CH2:52][CH3:53])[C:49](Cl)=[O:50])[CH3:47]>C1COCC1>[CH2:46]([N:48]([CH2:52][CH3:53])[C:49](=[O:50])[O:15][CH2:14][C@H:12]1[O:13][C@H:7]2[C@H:8]([N:9]=[C:5]([N:1]3[CH2:4][CH2:3][CH2:2]3)[S:6]2)[C@@H:10]([O:26][CH2:27][C:28]2[CH:29]=[CH:30][C:31]([O:34][CH3:35])=[CH:32][CH:33]=2)[C@@H:11]1[O:16][CH2:17][C:18]1[CH:19]=[CH:20][C:21]([O:24][CH3:25])=[CH:22][CH:23]=1)[CH3:47] |f:1.2|. Procedure: To a solution of ((3aR,5R,6S,7R,7aR)-2-(azetidin-1-yl)-6,7-bis(4-methoxybenzyloxy)-5,6,7,7a-tetrahydro-3aH-pyrano[3,2-d]thiazol-5-yl)methanol (300 mg, 0.60 mmol) in THF (10 mL) was added NaHMDS (1.1 g, 6.01 mmol), and followed by addition of diethylcarbamic chloride (1.22 g, 9.04 mmol) at room temperature. After stirring for 1 h, the reaction mixture was quenched with saturated aqueous NH4Cl (50 mL), extracted with dichloromethane (3×30 mL), dried over MgSO4, filtered, and concentrated under red... The reactants are ClC1=C(C=CC=C1)C(=N)CC=O ((o-chlorophenyl)formimidoylacetaldehyde), NC(=O)N (urea), C(C)O (ethanol). The product is ClC1=C(C=CC=C1)C=1C=NC(=NC1)O (5-(o-Chlorophenyl)-2-pyrimidinol). Reaction SMILES: [Cl:1][C:2]1[CH:7]=[CH:6][CH:5]=[CH:4][C:3]=1[C:8]([CH2:10]C=O)=N.[NH2:13][C:14]([NH2:16])=[O:15].[CH2:17](O)C>>[Cl:1][C:2]1[CH:7]=[CH:6][CH:5]=[CH:4][C:3]=1[C:8]1[CH:10]=[N:13][C:14]([OH:15])=[N:16][CH:17]=1. Procedure details: By the procedure described in Example 4 (o-chlorophenyl)formimidoylacetaldehyde is reacted with urea to give the product of the Example (recrystallized from ethanol), m.p. 232°-233° C. The reactants are 98, C1(\C=C/C(=O)O1)=O (maleic anhydride), CCCCCCC=C (octene-1), N(=NC(C#N)(C)C)C(C#N)(C)C (azobisisobutyronitrile), C1(=CC=CC=C1)C (toluene). Run in CO (methanol). Yields the product 140, CCCCCCC=C.C1(\C=C/C(=O)O1)=O (octene-1 maleic anhydride). Reaction SMILES: [C:1]1(=[O:7])[O:6][C:4](=[O:5])[CH:3]=[CH:2]1.[CH3:8][CH2:9][CH2:10][CH2:11][CH2:12][CH2:13][CH:14]=[CH2:15].N(C(C)(C)C#N)=NC(C)(C)C#N.C1(C)C=CC=CC=1>CO>[CH3:15][CH2:14][CH2:13][CH2:12][CH2:11][CH2:10][CH:9]=[CH2:8].[C:4]1(=[O:5])[O:6][C:1](=[O:7])[CH:2]=[CH:3]1 |f:5.6|. Procedure: A mixture of 98 parts of maleic anhydride, 112 parts of octene-1, 4 parts of azobisisobutyronitrile and 400 parts of toluene was reacted in an autoclave under an atmosphere of nitrogen for 8 hours at 70°-75° C. with stirring. After completion of the reaction, the reaction system was cooled to room temperature and 500 parts of cold methanol was added to precipitate a polymer, which was separated by filtration, collected and dried to obtain 140 parts of an octene-1-maleic anhydride copolymer (mol ... The solvent is O1CCOCC1 (dioxane). Yield: 73.0%. Reaction SMILES: FC(F)(F)S(O[C:7]1[CH:16]=[CH:15][C:14]2[C:13](=[O:17])[CH2:12][CH2:11][C:10]([CH3:19])([CH3:18])[C:9]=2[CH:8]=1)(=O)=O.[CH2:22]([Sn](CCCC)(CCCC)C=C)[CH2:23]CC.[Cl-].[Li+]>O1CCOCC1.[Pd].C1(P(C2C=CC=CC=2)C2C=CC=CC=2)C=CC=CC=1.C1(P(C2C=CC=CC=2)C2C=CC=CC=2)C=CC=CC=1.C1(P(C2C=CC=CC=2)C2C=CC=CC=2)C=CC=CC=1.C1(P(C2C=CC=CC=2)C2C=CC=CC=2)C=CC=CC=1>[CH3:18][C:10]1([CH3:19])[C:9]2[C:14](=[CH:15][CH:16]=[C:7]([CH:22]=[CH2:23])[CH:8]=2)[C:13](=[O:17])[CH2:12][CH2:11]1 |f:2.3,5.6.7.8.9|. Procedure details: To a solution of 8,8-dimethyl-5-oxo-5,6,7,8-tetrahydronaphthalen-2-yl trifluoromethanesulfonate (Preparation 1B, 0.443 g, 1.37 mmol) in dioxane (2.5 mL) in a sealed tube was added sequentially tributyl(vinyl)stannane (0.444 mL, 1.51 mmol) and lithium chloride (0.175 g, 4.12 mmol). The mixture was degassed under reduced pressure and charged with nitrogen (2×). To the mixture was added tetrakis(triphenylphosphine) palladium(0) (0.159 g, 0.137 mmol), and the mixture was stirred under a strong strea... Conditions: time 5 minute. Reactants: FC(S(=O)(=O)OC1=CC=2C(CCC(C2C=C1)=O)(C)C)(F)F (8,8-dimethyl-5-oxo-5,6,7,8-tetrahydronaphthalen-2-yl trifluoromethanesulfonate), C(CCC)[Sn](C=C)(CCCC)CCCC (tributyl(vinyl)stannane), [Cl-].[Li+] (lithium chloride). Reagents/catalysts: [Pd].C1(=CC=CC=C1)P(C1=CC=CC=C1)C1=CC=CC=C1.C1(=CC=CC=C1)P(C1=CC=CC=C1)C1=CC=CC=C1.C1(=CC=CC=C1)P(C1=CC=CC=C1)C1=CC=CC=C1.C1(=CC=CC=C1)P(C1=CC=CC=C1)C1=CC=CC=C1 (tetrakis(triphenylphosphine) palladium(0)). The product is CC1(CCC(C2=CC=C(C=C12)C=C)=O)C (4,4-dimethyl-6-vinyl-3,4-dihydronaphthalen-1(2H)-one). The reactants are CN(C)C=O, CCN(C(C)C)C(C)C, Cl, Cl, [Na+], [Na+], O=C([O-])[O-], O=C=Nc1ccccc1, N=C(N)Nc1nc2c(s1)CNCC2. Yields the product N=C(N)Nc1nc2c(s1)CN(C(=O)Nc1ccccc1)CC2. Reaction SMILES: [CH3:40][N:41]([CH3:42])[CH:43]=[O:44].[CH:1]([N:2]([CH:3]([CH3:4])[CH3:5])[CH2:6][CH3:7])([CH3:8])[CH3:9].[ClH:19].[ClH:20].[Na+:34].[Na+:35].[O-:36][C:37](=[O:38])[O-:39].[O:10]=[C:11]=[N:12][c:13]1[cH:14][cH:15][cH:16][cH:17][cH:18]1.[n:21]1[c:22]([NH:30][C:31](=[NH:32])[NH2:33])[s:23][c:24]2[c:29]1[CH2:28][CH2:27][NH:26][CH2:25]2>>[O:10]=[C:11]([NH:12][c:13]1[cH:14][cH:15][cH:16][cH:17][cH:18]1)[N:26]1[CH2:25][c:24]2[s:23][c:22]([NH:30][C:31](=[NH:32])[NH2:33])[n:21][c:29]2[CH2:28][CH2:27]1. The reactants are OO (hydrogen peroxide), C(C1=CC=CC=C1)(C1=CC=CC=C1)O (benzhydrol), C(C1=CC=CC=C1)(C1=CC=CC=C1)O (benzhydrol), ON1C(C=2C(C1=O)=CC=CC2)=O (N-hydroxyphthalimide), O=O (oxygen). Solvent: C(C)#N (acetonitrile). The product is C(C1=CC=CC=C1)(=O)C1=CC=CC=C1 (benzophenone). Yield: 48.0%. Reaction SMILES: [CH:1]([OH:14])([C:8]1[CH:13]=[CH:12][CH:11]=[CH:10][CH:9]=1)[C:2]1[CH:7]=[CH:6][CH:5]=[CH:4][CH:3]=1.ON1C(=O)C2=CC=CC=C2C1=O.O=O.OO>C(#N)C>[C:1]([C:8]1[CH:13]=[CH:12][CH:11]=[CH:10][CH:9]=1)(=[O:14])[C:2]1[CH:7]=[CH:6][CH:5]=[CH:4][CH:3]=1. Reported procedure: A mixture of 5 mmol of benzhydrol, 0.5 mmol of N-hydroxyphthalimide, and 5 ml of acetonitrile was stirred at 75° C. in an oxygen atmosphere (1 atm) for 18 hours. An iodometric analysis of a reaction mixture revealed that hydrogen peroxide was formed in yield of 42% (selectivity: 87%). Separately, as a result of a gas chromatographic analysis of the reaction mixture, the conversion rate from benzhydrol was 48%, and benzophenone was formed in yield of 48%.